From a dataset of the Open Reaction Database (ORD), a public repository of structured organic reaction records. describe an organic reaction: reactants, conditions, products, and yield Starting materials: C(C1=CC=CC=C1)OC1=CC=C(N)C=C1 (4-benzyloxyaniline), ClC1=C(C(=O)O)C=CC=C1[N+](=O)[O-] (2-chloro-3-nitrobenzoic acid), CN(C1=CC=CC=C1)C (N,N-dimethylaniline), C(C)(C)N(C(C)C)CC (N,N-diisopropylethylamine), [OH-].[Na+] (sodium hydroxide). The solvent is C(Cl)(Cl)Cl (chloroform). The product is C(C1=CC=CC=C1)OC1=CC=C(C=C1)NC1=C(C(=O)O)C=CC=C1[N+](=O)[O-] (2-[(4-benzyloxyphenyl)amino]-3-nitrobenzoic acid). The yield is 90.6%. RXN SMILES: [CH2:1]([O:8][C:9]1[CH:15]=[CH:14][C:12]([NH2:13])=[CH:11][CH:10]=1)[C:2]1[CH:7]=[CH:6][CH:5]=[CH:4][CH:3]=1.Cl[C:17]1[C:25]([N+:26]([O-:28])=[O:27])=[CH:24][CH:23]=[CH:22][C:18]=1[C:19]([OH:21])=[O:20].CN(C)C1C=CC=CC=1.C(N(CC)C(C)C)(C)C.[OH-].[Na+]>C(Cl)(Cl)Cl>[CH2:1]([O:8][C:9]1[CH:10]=[CH:11][C:12]([NH:13][C:17]2[C:25]([N+:26]([O-:28])=[O:27])=[CH:24][CH:23]=[CH:22][C:18]=2[C:19]([OH:21])=[O:20])=[CH:14][CH:15]=1)[C:2]1[CH:3]=[CH:4][CH:5]=[CH:6][CH:7]=1 |f:4.5|. Reported procedure: A mixture comprising 2.2 g (11 mmol) of 4-benzyloxyaniline, 2.0 g (10 mmol) of 2-chloro-3-nitrobenzoic acid, 6 ml of N,N-dimethylaniline and 1.6 ml of N,N-diisopropylethylamine was heated at 100° C. for 12 hours under stirring. After cooling, 30 ml of chloroform and 30 ml of 1N sodium hydroxide were added thereto. The precipitate thus formed was separated by filtration, stirred together with 5% hydrochloric acid and washed with water to thereby give 3.3 g of 2-[(4-benzyloxyphenyl)amino]-3-nitrob... Starting materials: [H-].[Na+] (sodium hydride), [Cl-].[NH4+] (ammonium chloride), ClC1=NC=NC(=C1)N(C1=CC(=CC=C1)F)CC (4-chloro-6-(N-ethyl-N-(3-fluorophenyl)amino)pyrimidine), C(C#CC)O (2-butyn-1-ol). Procedure: In 3 ml of tetrahydrofuran was suspended 0.10 g of sodium hydride (60% in oil), to which 0.5 ml of a tetrahydrofuran solution containing 0.15 g of 2-butyn-1-ol was slowly added dropwise under stirring at room temperature. The mixture was stirred at room temperature for 20 minutes, and 0.5 ml of a tetrahydrofuran solution containing 0.43 g of 4-chloro-6-(N-ethyl-N-(3-fluorophenyl)amino)pyrimidine was slowly added dropwise, followed by stirring at room temperature for 6 hours. The reaction mixture... RXN SMILES: [H-].[Na+].[CH2:3]([OH:7])[C:4]#[C:5][CH3:6].Cl[C:9]1[CH:14]=[C:13]([N:15]([CH2:23][CH3:24])[C:16]2[CH:21]=[CH:20][CH:19]=[C:18]([F:22])[CH:17]=2)[N:12]=[CH:11][N:10]=1.[Cl-].[NH4+]>O1CCCC1>[CH2:3]([O:7][C:9]1[N:10]=[CH:11][N:12]=[C:13]([N:15]([CH2:23][CH3:24])[C:16]2[CH:21]=[CH:20][CH:19]=[C:18]([F:22])[CH:17]=2)[CH:14]=1)[C:4]#[C:5][CH3:6] |f:0.1,4.5|. The yield is 41.0%. Solvent: O1CCCC1 (tetrahydrofuran), O1CCCC1 (tetrahydrofuran), O1CCCC1 (tetrahydrofuran). Yields the product C(C#CC)OC1=CC(=NC=N1)N(C1=CC(=CC=C1)F)CC (6-(2-butynyloxy)-4-(N-ethyl-N-(3-fluorophenyl)amino)pyrimidine). Starting materials: [(S,S)-N-(4-tert-butylbenzenesulfonyl)-1,2-diphenylethylenediamine](hexamethylbenzene)ruthenium, CC1=CC=C(C=C[N+](=O)[O-])C=C1 (4-methyl-β-nitrostyrene), C(CC(=O)OC)(=O)OC (dimethyl malonate). Run in C1(=CC=CC=C1)C (toluene). Conditions: temperature 30 celsius, time 24 hour. The product is COC(=O)C(C(=O)OC)C(C[N+](=O)[O-])C1=CC=C(C=C1)C (methyl 2-methoxycarbonyl-3-(4-methylphenyl)-4-nitrobutanoate). RXN SMILES: [CH3:1][C:2]1[CH:12]=[CH:11][C:5]([CH:6]=[CH:7][N+:8]([O-:10])=[O:9])=[CH:4][CH:3]=1.[C:13]([O:20][CH3:21])(=[O:19])[CH2:14][C:15]([O:17][CH3:18])=[O:16]>C1(C)C=CC=CC=1>[CH3:18][O:17][C:15]([CH:14]([CH:6]([C:5]1[CH:4]=[CH:3][C:2]([CH3:1])=[CH:12][CH:11]=1)[CH2:7][N+:8]([O-:10])=[O:9])[C:13]([O:20][CH3:21])=[O:19])=[O:16]. Procedure details: [(S,S)-N-(4-tert-butylbenzenesulfonyl)-1,2-diphenylethylenediamine](hexamethylbenzene)ruthenium (12.9 mg, 0.02 mmol, S/C=50), 4-methyl-β-nitrostyrene (184 mg, 1.0 mmol), dimethyl malonate (114 μl, 1.0 mmol) and toluene (1 ml) were added into Schlenk (20 ml) under an argon atmosphere, and stirred at 30° C. for 24 hours. 1HNMR determination of the solution showed that the yield of the product was 51%. The reaction solution was purified by flash column chromatography (hexane/acetone=80/20, SiO2), a... Starting materials: C1CCOC1, COCCNS(=O)(=O)c1ccc(I)cc1, [H-], CI, [Na+], O. Product: COCCN(C)S(=O)(=O)c1ccc(I)cc1. Reaction SMILES: [CH2:21]1[O:22][CH2:23][CH2:24][CH2:25]1.[CH3:3][O:4][CH2:5][CH2:6][NH:7][S:8](=[O:9])(=[O:10])[c:11]1[cH:12][cH:13][c:14]([I:17])[cH:15][cH:16]1.[H-:1].[I:18][CH3:19].[Na+:2].[OH2:20]>>[CH3:3][O:4][CH2:5][CH2:6][N:7]([S:8](=[O:9])(=[O:10])[c:11]1[cH:12][cH:13][c:14]([I:17])[cH:15][cH:16]1)[CH3:19]. Starting materials: CCCCCC, CC=CCl, [Li]C=CC, Cl, [Li], COC(=O)C(=O)c1ccccc1. The product is CC=CC(O)(C(=O)OC)c1ccccc1. Reaction SMILES: [CH3:23][CH2:24][CH2:25][CH2:26][CH2:27][CH3:28].[CH:2](=[CH:3][CH3:4])[Cl:5].[CH:6]([Li:7])=[CH:8][CH3:9].[ClH:22].[Li:1].[c:10]1([C:16]([C:17](=[O:18])[O:19][CH3:20])=[O:21])[cH:11][cH:12][cH:13][cH:14][cH:15]1>>[CH:2](=[CH:3][CH3:4])[C:16]([c:10]1[cH:11][cH:12][cH:13][cH:14][cH:15]1)([C:17](=[O:18])[O:19][CH3:20])[OH:21].